Dataset: the Open Reaction Database (ORD), a public repository of structured organic reaction records. Task: describe an organic reaction: reactants, conditions, products, and yield The reactants are CCOC(C)=O, Cc1cc(Oc2ccc(C=O)cc2)ccc1[N+](=O)[O-], Cc1ccccc1, OCCO, Cc1ccc(S(=O)(=O)O)cc1. Yields the product Cc1cc(Oc2ccc(C3OCCO3)cc2)ccc1[N+](=O)[O-]. RXN SMILES: [CH2:42]([O:43][C:44](=[O:45])[CH3:46])[CH3:47].[CH3:1][c:2]1[cH:3][c:4]([O:11][c:12]2[cH:13][cH:14][c:15]([CH:16]=[O:17])[cH:18][cH:19]2)[cH:5][cH:6][c:7]1[N+:8](=[O:9])[O-:10].[CH3:35][c:36]1[cH:37][cH:38][cH:39][cH:40][cH:41]1.[OH:31][CH2:32][CH2:33][OH:34].[c:20]1([CH3:21])[cH:22][cH:23][c:24]([S:25]([OH:26])(=[O:27])=[O:28])[cH:29][cH:30]1>>[CH3:1][c:2]1[cH:3][c:4]([O:11][c:12]2[cH:13][cH:14][c:15]([CH:16]3[O:17][CH2:33][CH2:32][O:31]3)[cH:18][cH:19]2)[cH:5][cH:6][c:7]1[N+:8](=[O:9])[O-:10]. The reactants are C1(CC1)NC(C1=CC=C(C=C1)C1=CN=C2N1C=C(N=C2NCC(C)C)C2=CC=C(C=C2)SC2CC2)=O (N-cyclopropyl-4-{6-[4-(cyclopropylsulfanyl)phenyl]-8-(isobutylamino)imidazo[1,2-a]pyrazin-3-yl}benzamide), O1OC1 (dioxirane). Solvent: ClCCl (dichloromethane), CC(=O)C (acetone). Reaction conditions: temperature 23 celsius, time 15 minute. Product: C1(CC1)NC(C1=CC=C(C=C1)C1=CN=C2N1C=C(N=C2NCC(C)C)C2=CC=C(C=C2)S(=O)C2CC2)=O ((RS) N-cyclopropyl-4-{6-[4-(cyclopropylsulfinyl)phenyl]-8-(isobutylamino)imidazo[1,2-a]pyrazin-3-yl}benzamide). Isolated yield 59.0%. RXN SMILES: [CH:1]1([NH:4][C:5](=[O:36])[C:6]2[CH:11]=[CH:10][C:9]([C:12]3[N:16]4[CH:17]=[C:18]([C:26]5[CH:31]=[CH:30][C:29]([S:32][CH:33]6[CH2:35][CH2:34]6)=[CH:28][CH:27]=5)[N:19]=[C:20]([NH:21][CH2:22][CH:23]([CH3:25])[CH3:24])[C:15]4=[N:14][CH:13]=3)=[CH:8][CH:7]=2)[CH2:3][CH2:2]1.[O:37]1CO1>ClCCl.CC(C)=O>[CH:1]1([NH:4][C:5](=[O:36])[C:6]2[CH:7]=[CH:8][C:9]([C:12]3[N:16]4[CH:17]=[C:18]([C:26]5[CH:27]=[CH:28][C:29]([S:32]([CH:33]6[CH2:35][CH2:34]6)=[O:37])=[CH:30][CH:31]=5)[N:19]=[C:20]([NH:21][CH2:22][CH:23]([CH3:25])[CH3:24])[C:15]4=[N:14][CH:13]=3)=[CH:10][CH:11]=2)[CH2:3][CH2:2]1. Reported procedure: A solution of 50 mg (100 μmol) N-cyclopropyl-4-{6-[4-(cyclopropylsulfanyl)phenyl]-8-(isobutylamino)imidazo[1,2-a]pyrazin-3-yl}benzamide in 5.0 mL dichloromethane was cooled to −30° C. and 1.16 mL of a 0.15 molar dioxirane solution in acetone were added. After 15 minutes of stirring the mixture was warmed to 23° C., the solvent removed and the residue was purified by chromatography to give 33.3 mg (59%) of the title compound. 1H-NMR (CDCl3): δ=0.67 (2H), 0.86-1.05 (5H), 1.06 (3H), 1.07 (3H), 1.25... The reactants are COC1=NSC=C1Br (3-methoxy-4-bromoisothiazole), [N+](=O)([O-])C1=CC(=CC(=C1)[N+](=O)[O-])C(=O)OO (3,5-dinitroperbenzoic acid). Run in C(Cl)Cl (methylene chloride). Reaction conditions: time 1 hour. The product is COC1=NS(C=C1Br)=O (3-methoxy-4-bromoisothiazole-1-oxide). As a reaction SMILES: [CH3:1][O:2][C:3]1[C:7]([Br:8])=[CH:6][S:5][N:4]=1.[N+](C1C=C([N+]([O-])=O)C=C(C(OO)=O)C=1)([O-])=[O:10]>C(Cl)Cl>[CH3:1][O:2][C:3]1[C:7]([Br:8])=[CH:6][S:5](=[O:10])[N:4]=1. Reported procedure: To a solution of 3-methoxy-4-bromoisothiazole (2.9 g, 15 mmol) in methylene chloride (15 ml) there can be was added, in portions, 3,5-dinitroperbenzoic acid (3.4 g, 15 mmol) with ice bath cooling. After about one hour, the precipitated 3,5-dinitrobenzoic acid can be filtered off and the solvent evaporated in vacuo. By triturating the residue with diethyl ether, a crystalline product, 3-methoxy-4-bromoisothiazole-1-oxide, can be obtained. Additional material can be obtained by chromatographing th... Starting materials: C(C)(=O)OCC([C@]1(CC[C@H]2[C@@H]3CCC4=CC(CC[C@]4(C)C3=CC[C@]12C)=O)O)=O (21-acetoxy-17-hydroxy-4,9(11)-pregnadiene-3,20-dione), CO (methanol), ice water. The solvent is C(Cl)Cl (methylene chloride). The product is O[C@]1(C(CO)=O)CC[C@H]2[C@@H]3CCC4=CC(CC[C@]4(C)C3=CC[C@]12C)=O (17,21-dihydroxy-4,9(11) pregnadiene3,20-dione). Isolated yield 89.8%. As a reaction SMILES: C([O:4][CH2:5][C:6](=[O:28])[C@:7]1([OH:27])[C@:24]2([CH3:25])[C@H:10]([C@H:11]3[C:21](=[CH:22][CH2:23]2)[C@:19]2([CH3:20])[C:14](=[CH:15][C:16](=[O:26])[CH2:17][CH2:18]2)[CH2:13][CH2:12]3)[CH2:9][CH2:8]1)(=O)C.CO>C(Cl)Cl>[OH:27][C@:7]1([C@:24]2([CH3:25])[C@H:10]([C@H:11]3[C:21](=[CH:22][CH2:23]2)[C@:19]2([CH3:20])[C:14](=[CH:15][C:16](=[O:26])[CH2:17][CH2:18]2)[CH2:13][CH2:12]3)[CH2:9][CH2:8]1)[C:6](=[O:28])[CH2:5][OH:4]. Reported procedure: At room temperature, 1.5 g of 21-acetoxy-17-hydroxy-4,9(11)-pregnadiene-3,20-dione in 40 ml is agitated for 2 hours at room temperature with 15 ml of methanol 0.2N methanolic potassium hydroxide solution. The reaction mixture is introduced into ice water. The precipitated product is suctioned off, dissolved in methylene chloride, washed with water, and dried over sodium sulfate, thus obtaining 1.2 g of 17,21-dihydroxy-4,9(11) pregnadiene3,20-dione; mp 248.2° C. Reaction SMILES: [C:1]([CH3:2])([CH3:3])([CH3:4])[NH:5][C:6]([c:7]1[cH:8][c:9]([CH2:13][N:14]2[CH:15]([CH2:32][F:33])[CH2:16][N:17]([C:20]([c:21]3[cH:22][c:23]([F:30])[c:24]([N+:27]([O-:28])=[O:29])[cH:25][cH:26]3)=[O:31])[CH2:18][CH2:19]2)[cH:10][cH:11][cH:12]1)=[O:34].[CH:36]([OH:37])([CH3:38])[CH3:39].[ClH:35].[Fe:40]>>[C:1]([CH3:2])([CH3:3])([CH3:4])[NH:5][C:6]([c:7]1[cH:8][c:9]([CH2:13][N:14]2[CH:15]([CH2:32][F:33])[CH2:16][N:17]([C:20]([c:21]3[cH:22][c:23]([F:30])[c:24]([NH2:27])[cH:25][cH:26]3)=[O:31])[CH2:18][CH2:19]2)[cH:10][cH:11][cH:12]1)=[O:34]. Product: CC(C)(C)NC(=O)c1cccc(CN2CCN(C(=O)c3ccc(N)c(F)c3)CC2CF)c1. Reactants: CC(C)(C)NC(=O)c1cccc(CN2CCN(C(=O)c3ccc([N+](=O)[O-])c(F)c3)CC2CF)c1, CC(C)O, Cl, [Fe]. Starting materials: COC=1C=C(C=CC1OC)CCCO (3-(3,4-dimethoxyphenyl)propanol), NC(=S)N (thiourea), hydrobomic acid, [OH-].[Na+] (sodium hydroxide), Cl (hydrochloric acid). Conditions: time 8 hour. The product is COC=1C=C(C=CC1OC)CCCS (3-(3,4-dimethoxyphenyl)-1-propanethiol). Isolated yield 12.4%. As a reaction SMILES: [CH3:1][O:2][C:3]1[CH:4]=[C:5]([CH2:11][CH2:12][CH2:13]O)[CH:6]=[CH:7][C:8]=1[O:9][CH3:10].NC(N)=[S:17].[OH-].[Na+].Cl>>[CH3:1][O:2][C:3]1[CH:4]=[C:5]([CH2:11][CH2:12][CH2:13][SH:17])[CH:6]=[CH:7][C:8]=1[O:9][CH3:10] |f:2.3|. Procedure: A mixture of 5.00 g (25.5 mmoles) of 3-(3,4-dimethoxyphenyl)propanol, 1.94 g (25.5 mmoles) of thiourea, and 8.5 ml of 48% hydrobomic acid is heated on steam bath for 1 hour, allowed to stand overnight at room temperature, and then heated again on a steam bath for 2 hours. After cooling, the reaction mixture is treated with 76.5 ml of 1 M sodium hydroxide and heated on the steam bath for 11/2 hours. After cooling, the reaction mixture is made acidic with 1 N hydrochloric acid and extracted with m...